Dataset: the Open Reaction Database (ORD), a public repository of structured organic reaction records. Task: describe an organic reaction: reactants, conditions, products, and yield The reactants are COC(=O)c1cc(Cl)ccc1NC(=O)COCC(=O)O, c1ccc2c(c1)-c1ccccc1C2N1CCNCC1. Yields the product COC(=O)c1cc(Cl)ccc1NC(=O)COCC(=O)N1CCN(C2c3ccccc3-c3ccccc32)CC1. Reaction SMILES: [Cl:1][c:2]1[cH:3][c:4]([C:17](=[O:18])[O:19][CH3:20])[c:5]([NH:8][C:9]([CH2:10][O:11][CH2:12][C:13](=[O:14])[OH:15])=[O:16])[cH:6][cH:7]1.[cH:21]1[cH:22][cH:23][cH:24][c:25]2[c:33]1[CH:32]([N:34]1[CH2:35][CH2:36][NH:37][CH2:38][CH2:39]1)[c:31]1[c:26]-2[cH:27][cH:28][cH:29][cH:30]1>>[Cl:1][c:2]1[cH:3][c:4]([C:17](=[O:18])[O:19][CH3:20])[c:5]([NH:8][C:9]([CH2:10][O:11][CH2:12][C:13](=[O:15])[N:37]2[CH2:36][CH2:35][N:34]([CH:32]3[c:31]4[c:26]([cH:27][cH:28][cH:29][cH:30]4)-[c:25]4[cH:24][cH:23][cH:22][cH:21][c:33]43)[CH2:39][CH2:38]2)=[O:16])[cH:6][cH:7]1. The reactants are C(C)(C)(C)OC(=O)N1[C@@H](CCC1)CC(=O)O ((S)-2-carboxymethyl-pyrrolidine-1-carboxylic acid tert butyl ester), C1(=CC=CC=C1)C1=NN=NN1 (5-phenyltetrazole). Yields the product C(C)(C)(C)OC(=O)N1[C@@H](CCC1)CC=1OC(=NN1)C1=CC=CC=C1 ((S)-2-(5-Phenyl-[1,3,4]oxadiazol-2-ylmethyl)-pyrrolidine-1-carboxylic acid tert butyl ester). Reaction SMILES: [C:1]([O:5][C:6]([N:8]1[CH2:12][CH2:11][CH2:10][C@H:9]1[CH2:13][C:14]([OH:16])=O)=[O:7])([CH3:4])([CH3:3])[CH3:2].[C:17]1([C:23]2NN=[N:25][N:24]=2)[CH:22]=[CH:21][CH:20]=[CH:19][CH:18]=1>>[C:1]([O:5][C:6]([N:8]1[CH2:12][CH2:11][CH2:10][C@H:9]1[CH2:13][C:14]1[O:16][C:23]([C:17]2[CH:22]=[CH:21][CH:20]=[CH:19][CH:18]=2)=[N:24][N:25]=1)=[O:7])([CH3:2])([CH3:3])[CH3:4]. Reported procedure: The title compound was prepared from (S)-2-carboxymethyl-pyrrolidine-1-carboxylic acid tert butyl ester (2.50) and 5-phenyltetrazole (1.59 g) according to the method of description 1. Starting materials: OC1=CC(N(N=C1)C1OCCCC1)=O (5-Hydroxy-2-(tetrahydro-2H-pyran-2-yl)pyridazin-3(2H)-one), BrCC1=NC=C(C=C1)F (2-(bromomethyl)-5-fluoropyridine), C(=O)([O-])[O-].[K+].[K+] (K2CO3). The solvent is CN(C)C=O (DMF), C(Cl)Cl (CH2Cl2), C(Cl)Cl (CH2Cl2). Product: FC=1C=CC(=NC1)COC1=CC(N(N=C1)C1OCCCC1)=O (5-((5-Fluoropyridin-2-yl)methoxy)-2-(tetrahydro-2H-pyran-2-yl)pyridazin-3(2H)-one). Yield: 26.9%. RXN SMILES: [OH:1][C:2]1[CH:7]=[N:6][N:5]([CH:8]2[CH2:13][CH2:12][CH2:11][CH2:10][O:9]2)[C:4](=[O:14])[CH:3]=1.Br[CH2:16][C:17]1[CH:22]=[CH:21][C:20]([F:23])=[CH:19][N:18]=1.C([O-])([O-])=O.[K+].[K+]>CN(C=O)C.C(Cl)Cl>[F:23][C:20]1[CH:21]=[CH:22][C:17]([CH2:16][O:1][C:2]2[CH:7]=[N:6][N:5]([CH:8]3[CH2:13][CH2:12][CH2:11][CH2:10][O:9]3)[C:4](=[O:14])[CH:3]=2)=[N:18][CH:19]=1 |f:2.3.4|. Procedure: 5-Hydroxy-2-(tetrahydro-2H-pyran-2-yl)pyridazin-3(2H)-one (2.62 g, 13.4 mmol) (this compound was prepared in accordance with the procedure of Stenkamp et al., WO 2008022979), 2-(bromomethyl)-5-fluoropyridine (7.6 g, 40.2 mmol) and K2CO3 (9.24 g, 67 mmol) were stirred in DMF (40 ml) and CH2Cl2 (40 ml) for 48 h. The mixture was diluted with CH2Cl2, washed with 5% LiCl solution (4×) and concentrated. The residue was purified by column chromatography (40 g ISCO column column eluting with methylene c... The reactants are C[C@H](CCC(=O)O)[C@H]1CC[C@@H]2[C@@]1([C@H](C[C@H]3[C@H]2CC[C@H]4[C@@]3(CC[C@H](C4)O)C)O)C (deoxycholic acid), CO (methanol), Cl (hydrochloric acid). Product: C[C@H](CCC(=O)OC)[C@H]1CC[C@@H]2[C@@]1([C@H](C[C@H]3[C@H]2CC[C@H]4[C@@]3(CC[C@H](C4)O)C)O)C (methyl deoxycholate). Yield: 92.0%. RXN SMILES: [CH3:1][C@@H:2]([C@@H:8]1[C@@:12]2([CH3:28])[C@@H:13]([OH:27])[CH2:14][C@@H:15]3[C@@:20]4([CH3:26])[CH2:21][CH2:22][C@@H:23]([OH:25])[CH2:24][C@H:19]4[CH2:18][CH2:17][C@H:16]3[C@@H:11]2[CH2:10][CH2:9]1)[CH2:3][CH2:4][C:5]([OH:7])=[O:6].Cl.[CH3:30]O>>[CH3:1][C@@H:2]([C@@H:8]1[C@@:12]2([CH3:28])[C@@H:13]([OH:27])[CH2:14][C@@H:15]3[C@@:20]4([CH3:26])[CH2:21][CH2:22][C@@H:23]([OH:25])[CH2:24][C@H:19]4[CH2:18][CH2:17][C@H:16]3[C@@H:11]2[CH2:10][CH2:9]1)[CH2:3][CH2:4][C:5]([O:7][CH3:30])=[O:6]. Reported procedure: 100 g of deoxycholic acid was dissolved in 300 ml of methanol, and then 2 ml of hydrochloric acid was added thereto. The resulting mixture was refluxed for 1 hour. The methanol was distilled off. After the resulting mixture was dissolved in 400 ml of ethylether, it was washed with distilled water, sodium bicarbonate and brine several times. The separated organic layer was dried over anhydrous magnesium sulfate, concentrated and dried in vacuo to prepare 95 g (yield: 92%) of methyl deoxycholate r... Starting materials: O=C([O-])[O-], CCS(=O)(=O)c1ccc(Oc2cc3nc(-c4ccccn4)[nH]c3cc2CNC(=O)C=CC(=O)O)cc1, CO, ClC(Cl)Cl, [Cl-], [K+], [K+], [NH4+]. Product: CCS(=O)(=O)c1ccc(Oc2cc3nc(-c4ccccn4)[nH]c3cc2CCO)cc1. As a reaction SMILES: [C:1]([O-:2])([O-:3])=[O:4].[CH2:9]([CH3:10])[S:11](=[O:12])(=[O:13])[c:14]1[cH:15][cH:16][c:17]([O:18][c:19]2[cH:20][c:21]3[c:22]([nH:23][c:24](-[c:26]4[n:27][cH:28][cH:29][cH:30][cH:31]4)[n:25]3)[cH:32][c:33]2[CH2:34][NH:35][C:36](=[O:37])[CH:38]=[CH:39][C:40]([OH:41])=[O:42])[cH:43][cH:44]1.[CH3:7][OH:8].[CH:45]([Cl:46])([Cl:47])[Cl:48].[Cl-:49].[K+:5].[K+:6].[NH4+:50]>>[CH2:1]([OH:4])[CH2:34][c:33]1[c:19]([O:18][c:17]2[cH:16][cH:15][c:14]([S:11]([CH2:9][CH3:10])(=[O:12])=[O:13])[cH:44][cH:43]2)[cH:20][c:21]2[c:22]([nH:23][c:24](-[c:26]3[n:27][cH:28][cH:29][cH:30][cH:31]3)[n:25]2)[cH:32]1. Reactants: CC(NC(=O)OCc1ccccc1)C(=O)O, Cc1cccc(N)c1C. The reagents and catalysts are CN(C)C(=[N+](C)C)ON1C2=C(C=CC(=C2)Cl)N=N1.F[P-](F)(F)(F)(F)F (HCTU), CCN(C(C)C)C(C)C (DIPEA). Solvent: CN(C)C=O (DMF), CN(C)C=O (DMF), CN(C)C=O (DMF), CN(C)C=O (DMF), CN(C)C=O (DMF), CN(C)C=O (DMF). Reaction conditions: temperature 25 celsius, time 2 hour. Yields the product Cc1cccc(NC(=O)C(C)NC(=O)OCc2ccccc2)c1C. Isolated yield 54.5%. Reaction SMILES: Cc1cccc(N)c1C.CC(NC(=O)OCc1ccccc1)C(=O)O.CN(C)C(=[N+](C)C)ON1C2=C(C=CC(=C2)Cl)N=N1.F[P-](F)(F)(F)(F)F.CCN(C(C)C)C(C)C.CN(C)C=O>>Cc1cccc(NC(=O)C(C)NC(=O)OCc2ccccc2)c1C.